Dataset: the Open Reaction Database (ORD), a public repository of structured organic reaction records. Task: describe an organic reaction: reactants, conditions, products, and yield The reactants are COC1=NC(=NC=C1)C1=C(C(=O)O)C=C(C=C1)C (2-(4-methoxypyrimidin-2-yl)-5-methylbenzoic acid), C[C@H]1[C@H](NCCC1)CNC1=NC=C(C=C1)C(F)(F)F (N-(((2S,3R)-3-methylpiperidin-2-yl)methyl)-5-(trifluoromethyl)pyridin-2-amine). The product is COC1=NC(=NC=C1)C1=C(C=C(C=C1)C)C(=O)N1[C@@H]([C@@H](CCC1)C)CNC1=NC=C(C=C1)C(F)(F)F ((2-(4-Methoxypyrimidin-2-yl)-5-methylphenyl)((2S,3R)-3-methyl-2-(((5-(trifluoromethyl)pyridin-2-yl)amino)methyl)piperidin-1-yl)methanone). RXN SMILES: [CH3:1][O:2][C:3]1[CH:8]=[CH:7][N:6]=[C:5]([C:9]2[CH:17]=[CH:16][C:15]([CH3:18])=[CH:14][C:10]=2[C:11]([OH:13])=O)[N:4]=1.[CH3:19][C@@H:20]1[CH2:25][CH2:24][CH2:23][NH:22][C@@H:21]1[CH2:26][NH:27][C:28]1[CH:33]=[CH:32][C:31]([C:34]([F:37])([F:36])[F:35])=[CH:30][N:29]=1>>[CH3:1][O:2][C:3]1[CH:8]=[CH:7][N:6]=[C:5]([C:9]2[CH:17]=[CH:16][C:15]([CH3:18])=[CH:14][C:10]=2[C:11]([N:22]2[CH2:23][CH2:24][CH2:25][C@@H:20]([CH3:19])[C@H:21]2[CH2:26][NH:27][C:28]2[CH:33]=[CH:32][C:31]([C:34]([F:37])([F:35])[F:36])=[CH:30][N:29]=2)=[O:13])[N:4]=1. Reported procedure: The title compound was prepared following the same general protocol as described in Example A1, using 2-(4-methoxypyrimidin-2-yl)-5-methylbenzoic acid and N-(((2S,3R)-3-methylpiperidin-2-yl)methyl)-5-(trifluoromethyl)pyridin-2-amine. ESI-MS (m/z): 500 [M+1]+.